From a dataset of the Open Reaction Database (ORD), a public repository of structured organic reaction records. describe an organic reaction: reactants, conditions, products, and yield Reactants: CC1=C(C=2OC3=C(C=CC=C3C(C2C)=O)C(=O)O)C=CC(=C1)C (2',3,4'-trimethylflavone-8-carboxylic acid), [OH-].[Na+] (sodium hydroxide). The solvent is CO (methanol). Product: CC1=C(C=2OC3=C(C=CC=C3C(C2C)=O)C(=O)[O-])C=CC(=C1)C.[Na+] (sodium 2',3,4'-trimethylflavone-8-carboxylate). RXN SMILES: [CH3:1][C:2]1[CH:22]=[C:21]([CH3:23])[CH:20]=[CH:19][C:3]=1[C:4]1[O:5][C:6]2[C:11]([C:12](=[O:15])[C:13]=1[CH3:14])=[CH:10][CH:9]=[CH:8][C:7]=2[C:16]([OH:18])=[O:17].[OH-].[Na+:25]>CO>[CH3:1][C:2]1[CH:22]=[C:21]([CH3:23])[CH:20]=[CH:19][C:3]=1[C:4]1[O:5][C:6]2[C:11]([C:12](=[O:15])[C:13]=1[CH3:14])=[CH:10][CH:9]=[CH:8][C:7]=2[C:16]([O-:18])=[O:17].[Na+:25] |f:1.2,4.5|. Reported procedure: One gram of 2',3,4'-trimethylflavone-8-carboxylic acid prepared by the same way as Example 1 is dissolved in methanol, equimolar 2N sodium hydroxide solution is added thereto, methanol is evaporated therefrom, the residue is dissolved in small amount of water, the solution is lyophilized, and 1.0 gram of sodium 2',3,4'-trimethylflavone-8-carboxylate, colorless powder, melting point 218° to 220° C., is obtained. Starting materials: CNCCO (2-(methylamino)ethanol), [I-].[K+] (potassium iodide), ClCCCN1C(CCC2=CC(=CC=C12)[N+](=O)[O-])=O (1-(3-chloropropyl)-6-nitro-3,4-dihydroquinolin-2(1H)-one), C([O-])([O-])=O.[K+].[K+] (potassium carbonate). Run in C(C)#N (acetonitrile), O (water). Reaction conditions: time 8 hour. The product is OCCN(CCCN1C(CCC2=CC(=CC=C12)[N+](=O)[O-])=O)C (1-(3-((2-Hydroxyethyl)(methyl)amino)propyl)-6-nitro-3,4-dihydroquinolin-2(1H)-one). Reaction SMILES: Cl[CH2:2][CH2:3][CH2:4][N:5]1[C:14]2[C:9](=[CH:10][C:11]([N+:15]([O-:17])=[O:16])=[CH:12][CH:13]=2)[CH2:8][CH2:7][C:6]1=[O:18].C(=O)([O-])[O-].[K+].[K+].[CH3:25][NH:26][CH2:27][CH2:28][OH:29].[I-].[K+]>C(#N)C.O>[OH:29][CH2:28][CH2:27][N:26]([CH3:25])[CH2:2][CH2:3][CH2:4][N:5]1[C:14]2[C:9](=[CH:10][C:11]([N+:15]([O-:17])=[O:16])=[CH:12][CH:13]=2)[CH2:8][CH2:7][C:6]1=[O:18] |f:1.2.3,5.6|. Procedure details: To a stirred mixture of 1-(3-chloropropyl)-6-nitro-3,4-dihydroquinolin-2(1H)-one (500 mg, 1.861 mmol) and potassium carbonate (1286 mg, 9.30 mmol) in acetonitrile (5 ml) was added 2-(methylamino)ethanol (0.447 ml, 5.58 mmol). The resulting mixture was stirred overnight at room temperature under argon. The reaction mixture was then diluted with water and extracted with dichloromethane (3×). The combined organics were dried, filtered and concentrated, then chromatographed on silica gel using ethyl...